From a dataset of the Open Reaction Database (ORD), a public repository of structured organic reaction records. describe an organic reaction: reactants, conditions, products, and yield The reactants are BrC=1C(=CC=C2C=CC(=NC12)C)O (8-bromo-2-methylquinolin-7-ol), IC(C)C (2-iodopropane), C([O-])([O-])=O.[K+].[K+] (potassium carbonate), CC(=O)C (acetone). Run in O (water). Run at temperature 70 celsius. The product is BrC=1C(=CC=C2C=CC(=NC12)C)OC(C)C (8-bromo-7-isopropoxy-2-methylquinoline). As a reaction SMILES: [Br:1][C:2]1[C:3]([OH:13])=[CH:4][CH:5]=[C:6]2[C:11]=1[N:10]=[C:9]([CH3:12])[CH:8]=[CH:7]2.I[CH:15]([CH3:17])[CH3:16].C(=O)([O-])[O-].[K+].[K+].CC(C)=O>O>[Br:1][C:2]1[C:3]([O:13][CH:15]([CH3:17])[CH3:16])=[CH:4][CH:5]=[C:6]2[C:11]=1[N:10]=[C:9]([CH3:12])[CH:8]=[CH:7]2 |f:2.3.4|. Procedure details: A mixture of 8-bromo-2-methylquinolin-7-ol (0.093 g, 0.39 mmol), 2-iodopropane (0.078 mL, 0.78 mmol) and potassium carbonate (0.16 g, 1.2 mmol) in acetone (1.6 mL, 0.39 mmol) was heated at 70° C. for 12 hours. After cooling, the reaction mixture was diluted with water (10 mL) and extracted with dichloromethane (3×20 mL). The combined organic extracts were dried over magnesium sulfate, filtered and concentrated under reduced pressure. Purification by normal phase chromatography on silica (10% eth...